Dataset: the Open Reaction Database (ORD), a public repository of structured organic reaction records. Task: describe an organic reaction: reactants, conditions, products, and yield Reactants: C[C@@H]1[C@H]([C@@H]([C@@H]([C@@H](O1)OC2CC3C(C(CC(O3)(CC(CC(CC(CC(CC(=O)CC(CC(=O)OC(C(C=CC=CC=CC=CC=CC=CC=C2)C)C(C)CCC(CC(=O)C4=CC=C(C=C4)NC)O)O)O)O)O)O)O)O)C(=O)OC)O)N)O (Mepartricin A), CC[C@H](C)[C@@H](C(=O)N[C@@H](CCCCN)C(=O)N[C@@H](CC1=CNC2=CC=CC=C21)C(=O)N[C@@H](CCCCN)C(=O)N[C@@H](C)C(=O)N[C@@H]([C@@H](C)CC)C(=O)N[C@@H](CC(C)C)C(=O)N[C@@H](CC(=O)O)C(=O)N[C@@H](C)C(=O)N[C@@H](C(C)C)C(=O)N[C@@H](CCCCN)C(=O)N[C@@H](CCCCN)C(=O)N[C@@H](C(C)C)C(=O)N[C@@H]([C@@H](C)CC)C(=O)N)N (MP-A), CC[C@H](C)[C@@H](C(=O)N[C@@H](CCCCN)C(=O)N[C@@H](CC1=CNC2=CC=CC=C21)C(=O)N[C@@H](CCCCN)C(=O)N[C@@H](C)C(=O)N[C@@H]([C@@H](C)CC)C(=O)N[C@@H](CC(C)C)C(=O)N[C@@H](CC(=O)O)C(=O)N[C@@H](C)C(=O)N[C@@H](C(C)C)C(=O)N[C@@H](CCCCN)C(=O)N[C@@H](CCCCN)C(=O)N[C@@H](C(C)C)C(=O)N[C@@H]([C@@H](C)CC)C(=O)N)N (MP-A), CC[C@H](C)[C@@H](C(=O)N[C@@H](C(C)C)C(=O)N[C@@H](CO)C(=O)N[C@@H](CC1=CNC2=CC=CC=C21)C(=O)N[C@@H](C)C(=O)N[C@@H](CCCCN)C(=O)N[C@@H](CCCCN)C(=O)N[C@@H](C(C)C)C(=O)N[C@@H](CC(C)C)C(=O)N)NC(=O)[C@H](CO)NC(=O)[C@H](CCCCN)NC(=O)[C@H](CC(C)C)NC(=O)[C@H](CCCCN)NC(=O)[C@H](CC(C)C)N (MP-B). The product is C[C@@H]1[C@H]([C@@H]([C@@H]([C@@H](O1)OC\2CC3C(C(CC(O3)(CC(CC(CC(CC(CC(=O)CC(CC(=O)OC(C(/C=C/C=C/C=C/C=C/C=C/C=C/C=C2)C)C(C)CCC(CC(=O)C=4C=CC(=CC4)N)O)O)O)O)O)O)O)O)C(=O)OC)O)N)O (Mepartricin). RXN SMILES: [CH3:1][C@H:2]1[O:7][C@@H:6]([O:8][CH:9]2[CH:49]=[CH:48][CH:47]=[CH:46][CH:45]=[CH:44][CH:43]=[CH:42][CH:41]=[CH:40][CH:39]=[CH:38][CH:37]=[CH:36][CH:35]([CH3:50])[CH:34]([CH:51]([CH2:53][CH2:54][CH:55]([OH:67])[CH2:56][C:57]([C:59]3[CH:64]=[CH:63][C:62]([NH:65]C)=[CH:61][CH:60]=3)=[O:58])[CH3:52])[O:33][C:31](=[O:32])[CH2:30][CH:29]([OH:68])[CH2:28][C:26](=[O:27])[CH2:25][CH:24]([OH:69])[CH2:23][CH:22]([OH:70])[CH2:21][CH:20]([OH:71])[CH2:19][CH:18]([OH:72])[CH2:17][C:15]3([OH:73])[O:16][CH:11]([CH:12]([C:75]([O:77][CH3:78])=[O:76])[CH:13]([OH:74])[CH2:14]3)[CH2:10]2)[C@@H:5]([OH:79])[C@@H:4]([NH2:80])[C@@H:3]1[OH:81].CC[C@@H]([C@H](N)C(N[C@H](C(N[C@H](C(N[C@H](C(N[C@H](C(N[C@H](C(N[C@H](C(N[C@H](C(N[C@H](C(N[C@H](C(N[C@H](C(N[C@H](C(N[C@H](C(N[C@H](C(N)=O)[C@H](CC)C)=O)C(C)C)=O)CCCCN)=O)CCCCN)=O)C(C)C)=O)C)=O)CC(O)=O)=O)CC(C)C)=O)[C@H](CC)C)=O)C)=O)CCCCN)=O)CC1C2C(=CC=CC=2)NC=1)=O)CCCCN)=O)C.CC[C@@H]([C@H](NC([C@@H](NC([C@@H](NC([C@@H](NC([C@@H](NC([C@@H](N)CC(C)C)=O)CCCCN)=O)CC(C)C)=O)CCCCN)=O)CO)=O)C(N[C@H](C(N[C@H](C(N[C@H](C(N[C@H](C(N[C@H](C(N[C@H](C(N[C@H](C(N[C@H](C(N)=O)CC(C)C)=O)C(C)C)=O)CCCCN)=O)CCCCN)=O)C)=O)CC1C2C(=CC=CC=2)NC=1)=O)CO)=O)C(C)C)=O)C>>[CH3:1][C@H:2]1[O:7][C@@H:6]([O:8][CH:9]2[CH2:10][CH:11]3[O:16][C:15]([OH:73])([CH2:17][CH:18]([OH:72])[CH2:19][CH:20]([OH:71])[CH2:21][CH:22]([OH:70])[CH2:23][CH:24]([OH:69])[CH2:25][C:26]([CH2:28][CH:29]([OH:68])[CH2:30][C:31]([O:33][CH:34]([CH:51]([CH2:53][CH2:54][CH:55]([OH:67])[CH2:56][C:57]([C:59]4[CH:60]=[CH:61][C:62]([NH2:65])=[CH:63][CH:64]=4)=[O:58])[CH3:52])[CH:35]([CH3:50])[CH:36]=[CH:37][CH:38]=[CH:39][CH:40]=[CH:41][CH:42]=[CH:43][CH:44]=[CH:45][CH:46]=[CH:47][CH:48]=[CH:49]2)=[O:32])=[O:27])[CH2:14][CH:13]([OH:74])[CH:12]3[C:75]([O:77][CH3:78])=[O:76])[C@@H:5]([OH:79])[C@@H:4]([NH2:80])[C@@H:3]1[OH:81]. Reported procedure: A typical chromatograph of mepartricins, SPA-222 and SPA-160 is presented in FIG. 2 a and b respectively. Two major peaks were obtained with both the analogues which correspond to Mepartricin A and B (Golik et al, (1980) J. Antibiot 33 904. The retention times of MP-A and MP-B were 8:5 min and 13:5 min. respectively. The purity of MP-A and B complex was observed to be in the range of 68 to 74%. Reactants: CI, CCOCC, CCC1(CC)CN(C(C)C)c2nc(Cl)ncc2NC1=O, ClCCl, [H-], [Na+]. RXN SMILES: [CH3:21][I:22].[CH3:28][CH2:29][O:30][CH2:31][CH3:32].[Cl:1][c:2]1[n:3][cH:4][c:5]2[c:11]([n:12]1)[N:10]([CH:13]([CH3:14])[CH3:15])[CH2:9][C:8]([CH2:16][CH3:17])([CH2:18][CH3:19])[C:7](=[O:20])[NH:6]2.[Cl:25][CH2:26][Cl:27].[H-:23].[Na+:24]>>[Cl:1][c:2]1[n:3][cH:4][c:5]2[c:11]([n:12]1)[N:10]([CH:13]([CH3:14])[CH3:15])[CH2:9][C:8]([CH2:16][CH3:17])([CH2:18][CH3:19])[C:7](=[O:20])[N:6]2[CH3:21]. The product is CCC1(CC)CN(C(C)C)c2nc(Cl)ncc2N(C)C1=O. The reactants are [Cl-], CCC(=O)C(C(=O)OC)c1ncc(C(F)(F)F)cc1Cl, [Na+], O. Yields the product CCC(=O)Cc1ncc(C(F)(F)F)cc1Cl. As a reaction SMILES: [Cl-:22].[Cl:1][c:2]1[c:3]([CH:12]([C:13]([O:14][CH3:15])=[O:16])[C:17]([CH2:18][CH3:19])=[O:20])[n:4][cH:5][c:6]([C:8]([F:9])([F:10])[F:11])[cH:7]1.[Na+:21].[OH2:23]>>[Cl:1][c:2]1[c:3]([CH2:12][C:17]([CH2:18][CH3:19])=[O:20])[n:4][cH:5][c:6]([C:8]([F:9])([F:10])[F:11])[cH:7]1. Starting materials: O=C1c2cc3c(cc2CCC1Br)-c1ccc(Cl)cc1CO3, CC1CC(C(=O)O)N(C(=O)OC(C)(C)C)C1, CC#N, CCOC(C)=O, CCN(C(C)C)C(C)C. Product: CC1CC(C(=O)OC2CCc3cc4c(cc3C2=O)OCc2cc(Cl)ccc2-4)N(C(=O)OC(C)(C)C)C1. Reaction SMILES: [Br:1][CH:2]1[C:3](=[O:21])[c:4]2[c:5]([cH:6][c:7]3[c:12]([cH:13]2)[O:11][CH2:10][c:9]2[c:8]-3[cH:17][cH:16][c:15]([Cl:18])[cH:14]2)[CH2:19][CH2:20]1.[C:22]([CH3:23])([CH3:24])([CH3:25])[O:26][C:27](=[O:28])[N:29]1[CH:30]([C:35](=[O:36])[OH:37])[CH2:31][CH:32]([CH3:34])[CH2:33]1.[CH3:47][C:48]#[N:49].[CH3:50][CH2:51][O:52][C:53]([CH3:54])=[O:55].[CH:38]([N:39]([CH2:40][CH3:41])[CH:42]([CH3:43])[CH3:44])([CH3:45])[CH3:46]>>[CH:2]1([O:37][C:35]([CH:30]2[N:29]([C:27]([O:26][C:22]([CH3:23])([CH3:24])[CH3:25])=[O:28])[CH2:33][CH:32]([CH3:34])[CH2:31]2)=[O:36])[C:3](=[O:21])[c:4]2[c:5]([cH:6][c:7]3[c:12]([cH:13]2)[O:11][CH2:10][c:9]2[c:8]-3[cH:17][cH:16][c:15]([Cl:18])[cH:14]2)[CH2:19][CH2:20]1. The reactants are BrC=1C=C(C=CC1)C1(COCC(N1)=S)C=1C=NC(=CC1)OC(F)F (5-(3-bromo-phenyl)-5-(6-difluoromethoxy-pyridin-3-yl)-morpholine-3-thione), N (ammonia). Run in CO (methanol). Reaction conditions: temperature 100 celsius. The product is BrC=1C=C(C=CC1)C1(N=C(COC1)N)C=1C=NC(=CC1)OC(F)F ((RS)-5-(3-bromo-phenyl)-5-(6-difluoromethoxy-pyridin-3-yl)-5,6-dihydro-2H-[1,4]oxazin-3-ylamine). As a reaction SMILES: [Br:1][C:2]1[CH:3]=[C:4]([C:8]2([C:15]3[CH:16]=[N:17][C:18]([O:21][CH:22]([F:24])[F:23])=[CH:19][CH:20]=3)[NH:13][C:12](=S)[CH2:11][O:10][CH2:9]2)[CH:5]=[CH:6][CH:7]=1.[NH3:25]>CO>[Br:1][C:2]1[CH:3]=[C:4]([C:8]2([C:15]3[CH:16]=[N:17][C:18]([O:21][CH:22]([F:24])[F:23])=[CH:19][CH:20]=3)[CH2:9][O:10][CH2:11][C:12]([NH2:25])=[N:13]2)[CH:5]=[CH:6][CH:7]=1. Reported procedure: A dried pressure tube was charged under an argon atmosphere with a dispersion of 5-(3-bromo-phenyl)-5-(6-difluoromethoxy-pyridin-3-yl)-morpholine-3-thione (1.0 g) in a solution of ammonia (7M) in methanol (30 ml). The tube was sealed and heated at 100° C. for 3 hours. After cooling, the reaction mixture was evaporated to dryness and dissolved in dichloromethane, then loaded onto an SCX-cartridge. A 1:1-mixture of dichloromethane and methanol was passed through the column to remove impurities, an... Starting materials: CC(=O)C1=CC=C(C=C1)N (4-aminoacetophenone), [N-]=C=O.COC([C@@H](N)C(C)C)=O (valine methyl ester isocyanate), Cl.NO (hydroxylamine hydrochloride), C(OC)(OC)OC (trimethyl orthoformate). The solvent is C1CCOC1 (THF), C1CCOC1 (THF), N1=CC=CC=C1 (pyridine). Conditions: time 3 hour. Product: ON=C(C)C1=CC=C(C=C1)NC(=O)NC(C(C)C)C(=O)OC (N-[4-(1-hydroxyiminoethyl)phenyl]-N'-(1-methoxycarbonyl-2-methylpropyl)urea). As a reaction SMILES: [CH3:1][C:2]([C:4]1[CH:9]=[CH:8][C:7]([NH2:10])=[CH:6][CH:5]=1)=O.[N-:11]=[C:12]=[O:13].[CH3:14][O:15][C:16](=[O:22])[C@H:17]([CH:19]([CH3:21])[CH3:20])N.Cl.[NH2:24][OH:25].C(OC)(OC)OC>C1COCC1.N1C=CC=CC=1>[OH:25][N:24]=[C:2]([C:4]1[CH:9]=[CH:8][C:7]([NH:10][C:12]([NH:11][CH:17]([C:16]([O:15][CH3:14])=[O:22])[CH:19]([CH3:21])[CH3:20])=[O:13])=[CH:6][CH:5]=1)[CH3:1] |f:1.2,3.4|. Procedure details: A solution of 0.02 mol 4-aminoacetophenone in 40 mL THF is added dropwise to a solution of 0.02 mol of valine methyl ester isocyanate and 5 mL pyridine in 40 mL THF, and the reaction mixture is stirred for 3 hours. The solvent is then removed by rotary evaporator. The residue is dispersed in 50 mL CH3OH, and 0.022 mol hydroxylamine hydrochloride and 0.06 mol trimethyl orthoformate are added. The reaction mixture is heated to reflux for 1 hour. The solvent is removed by rotary evaporator. Additio... The reactants are FC(C1=CC=C(C=C1)C=1C=C(COC2=CC=C(C=C2)C(CC(=O)OCC)C2=CC=NO2)C=CC1)(F)F (Ethyl 3-(4-(3-(4-(trifluoromethyl)phenyl)benzyloxy)phenyl)-3-(isoxazol-5-yl)propanoate), Cl (HCl), O (water), O (water). The solvent is C(C)(=O)O (acetic acid). The product is FC(C1=CC=C(C=C1)C=1C=C(COC2=CC=C(C=C2)C(CC(=O)O)C2=CC=NO2)C=CC1)(F)F ((+/−)-3-(4-(3-(4-(Trifluoromethyl)phenyl)benzyloxy)phenyl)-3-(isoxazol-5-yl)propanoic acid), oil. Reaction SMILES: [F:1][C:2]([F:36])([F:35])[C:3]1[CH:8]=[CH:7][C:6]([C:9]2[CH:10]=[C:11]([CH:32]=[CH:33][CH:34]=2)[CH2:12][O:13][C:14]2[CH:19]=[CH:18][C:17]([CH:20]([C:27]3[O:31][N:30]=[CH:29][CH:28]=3)[CH2:21][C:22]([O:24]CC)=[O:23])=[CH:16][CH:15]=2)=[CH:5][CH:4]=1.O.Cl>C(O)(=O)C>[F:36][C:2]([F:1])([F:35])[C:3]1[CH:4]=[CH:5][C:6]([C:9]2[CH:10]=[C:11]([CH:32]=[CH:33][CH:34]=2)[CH2:12][O:13][C:14]2[CH:15]=[CH:16][C:17]([CH:20]([C:27]3[O:31][N:30]=[CH:29][CH:28]=3)[CH2:21][C:22]([OH:24])=[O:23])=[CH:18][CH:19]=2)=[CH:7][CH:8]=1. Reported procedure: Compound 62.4 was dissolved in glacial acetic acid (1 mL) and water (0.3 mL) and heated to 95° C. for 16 h. 1N HCl (0.1 mL) was added and the reaction mixture was heated for another 16 h. The reaction mixture was poured into deionized water (50 mL) and extracted twice with diethyl ether. The combined organic layers were washed with saturated brine, dried over Na2SO4, filtered, and concentrated under reduced pressure. The residue was purified by flash chromatography (silica gel, 5% methanol in di...